From a dataset of the Open Reaction Database (ORD), a public repository of structured organic reaction records. describe an organic reaction: reactants, conditions, products, and yield Starting materials: FC1=CC=C(C=O)C=C1 (4-fluoro-benzaldehyde), CC1N(C(CNC1)C)C(C)=O (1-(2,6-dimethyl-piperazin-1-yl)-ethanone), C([O-])([O-])=O.[K+].[K+] (potassium carbonate). The solvent is CN(C)C=O (DMF). Run at temperature 130 celsius. Yields the product C(C)(=O)N1C(CN(CC1C)C1=CC=C(C=O)C=C1)C (4-(4-acetyl-3,5-dimethyl-piperazin-1-yl)-benzaldehyde). Isolated yield 46.7%. RXN SMILES: F[C:2]1[CH:9]=[CH:8][C:5]([CH:6]=[O:7])=[CH:4][CH:3]=1.[CH3:10][CH:11]1[CH2:16][NH:15][CH2:14][CH:13]([CH3:17])[N:12]1[C:18](=[O:20])[CH3:19].C(=O)([O-])[O-].[K+].[K+]>CN(C=O)C>[C:18]([N:12]1[CH:11]([CH3:10])[CH2:16][N:15]([C:2]2[CH:9]=[CH:8][C:5]([CH:6]=[O:7])=[CH:4][CH:3]=2)[CH2:14][CH:13]1[CH3:17])(=[O:20])[CH3:19] |f:2.3.4|. Reported procedure: To a solution of 4-fluoro-benzaldehyde (3.0 g, 0.024 mol) and 1-(2,6-dimethyl-piperazin-1-yl)-ethanone (3.0 g, 0.019 mol) in anhydrous DMF (15 mL) was added potassium carbonate (6.6 g, 0.048 mol). The reaction mixture was heated to 130° C. for 32 hours. The DMF was removed and the residue was purified by column chromatography (silica gel 230-400 mesh; eluting with 2:1 ethyl acetate and dichloromethane) to give 4-(4-acetyl-3,5-dimethyl-piperazin-1-yl)-benzaldehyde as light yellow solid (2.31 g, 4... The reactants are [BH4-].[Na+] (sodium borohydride), C(CCCCC)C(C(=O)OC)C(CC(CCCCCCCCCCC)OC1OCCCC1)=O (methyl 2-hexyl-3-oxo-5-[(tetrahydro-2H-pyran-2-yl)oxy]hexadecanoate), [BH4-].[Na+] (sodium borohydride), CO (MeOH). Run in C1CCOC1 (THF). Reaction conditions: temperature -5 celsius. Product: C(CCCCC)C(C(=O)OC)C(CC(CCCCCCCCCCC)OC1OCCCC1)O (methyl 2-hexyl-3-hydroxy-5-[(tetrahydro-2H-pyran-2-yl)oxy]hexadecanoate). Yield: 96.3%. Reaction SMILES: [CH2:1]([CH:7]([C:12](=[O:33])[CH2:13][CH:14]([O:26][CH:27]1[CH2:32][CH2:31][CH2:30][CH2:29][O:28]1)[CH2:15][CH2:16][CH2:17][CH2:18][CH2:19][CH2:20][CH2:21][CH2:22][CH2:23][CH2:24][CH3:25])[C:8]([O:10][CH3:11])=[O:9])[CH2:2][CH2:3][CH2:4][CH2:5][CH3:6].CO.[BH4-].[Na+]>C1COCC1>[CH2:1]([CH:7]([CH:12]([OH:33])[CH2:13][CH:14]([O:26][CH:27]1[CH2:32][CH2:31][CH2:30][CH2:29][O:28]1)[CH2:15][CH2:16][CH2:17][CH2:18][CH2:19][CH2:20][CH2:21][CH2:22][CH2:23][CH2:24][CH3:25])[C:8]([O:10][CH3:11])=[O:9])[CH2:2][CH2:3][CH2:4][CH2:5][CH3:6] |f:2.3|. Reported procedure: 7.76 g of methyl 2-hexyl-3-oxo-5-[(tetrahydro-2H-pyran-2-yl)oxy]hexadecanoate (0.017 mol) were dissolved in 500 ml of THF while gassing with argon, treated with 20 ml of MeOH and cooled to -5° C. 5.3 g of sodium borohydride (0.14 mol) were added portionwise while stirring in such a manner that the temperature did not exceed 0° C. After stirring for 3 hours the excess sodium borohydride was filtered off, the reaction mixture was hydrolyzed (to pH 6) with 2N hydrochloric acid in the cold and the s... The reactants are [N+](=O)([O-])C1=C(N)C=CC(=C1)C#N (2-nitro-4-cyanoaniline), C(C1=CC=C(C=C1)OC)(=O)Cl (4-anisoyl chloride). The product is C(#N)C=1C=C(C(=CC1)NC(C1=CC=C(C=C1)OC)=O)NC(C1=CC=C(C=C1)OC)=O (4-Cyano-N1,N2-bis(4-methoxybenzoyl)-1,2-benzenediamine). As a reaction SMILES: [N+:1]([C:4]1[CH:10]=[C:9]([C:11]#[N:12])[CH:8]=[CH:7][C:5]=1[NH2:6])([O-])=O.[C:13](Cl)(=[O:22])[C:14]1[CH:19]=[CH:18][C:17]([O:20][CH3:21])=[CH:16][CH:15]=1>>[C:11]([C:9]1[CH:10]=[C:4]([NH:1][C:13](=[O:22])[C:14]2[CH:19]=[CH:18][C:17]([O:20][CH3:21])=[CH:16][CH:15]=2)[C:5]([NH:6][C:13](=[O:22])[C:14]2[CH:19]=[CH:18][C:17]([O:20][CH3:21])=[CH:16][CH:15]=2)=[CH:7][CH:8]=1)#[N:12]. Procedure details: Using the procedures described in Example 93, Part A and Example 96, Part B, 2-nitro-4-cyanoaniline (31 mmol) and 4-anisoyl chloride yielded 500 mg (21%, three steps) of the title compound.